This data is from the Open Reaction Database (ORD), a public repository of structured organic reaction records. The task is: describe an organic reaction: reactants, conditions, products, and yield Starting materials: C(C)OC(=O)C=1C=2C[C@@H]3[C@H](C2N(N1)C1=NC=CC(=C1)Br)C3 ((1aR,5aR)-2-(4-bromo-pyridin-2-yl)-1a,2,5,5a-tetrahydro-1H-2,3-diaza-cyclopropa[a]pentalene-4-carboxylic acid ethyl ester), aqueous solution, [OH-].[Na+] (sodium hydroxide). Solvent: C1CCOC1 (THF), CO (MeOH). Conditions: temperature 23 celsius, time 2 hour. The product is BrC1=CC(=NC=C1)N1N=C(C=2C[C@@H]3[C@H](C12)C3)C(=O)O ((1aR,5aR)-2-(4-Bromo-pyridin-2-yl)-1a,2,5,5a-tetrahydro-1H-2,3-diaza-cyclopropa[a]pentalene-4-carboxylic Acid). The yield is 100.5%. As a reaction SMILES: C([O:3][C:4]([C:6]1[C:7]2[CH2:8][C@H:9]3[CH2:21][C@H:10]3[C:11]=2[N:12]([C:14]2[CH:19]=[C:18]([Br:20])[CH:17]=[CH:16][N:15]=2)[N:13]=1)=[O:5])C.[OH-].[Na+]>C1COCC1.CO>[Br:20][C:18]1[CH:17]=[CH:16][N:15]=[C:14]([N:12]2[C:11]3[C@@H:10]4[CH2:21][C@@H:9]4[CH2:8][C:7]=3[C:6]([C:4]([OH:5])=[O:3])=[N:13]2)[CH:19]=1 |f:1.2|. Procedure: To a solution of (1aR,5aR)-2-(4-bromo-pyridin-2-yl)-1a,2,5,5a-tetrahydro-1H-2,3-diaza-cyclopropa[a]pentalene-4-carboxylic acid ethyl ester (9.0 g, 25.8 mmol) in THF (50 mL) and MeOH (50.0 mL) was added a 2.0 M aqueous solution of sodium hydroxide (25.8 mL, 51.7 mmol). The reaction was stirred at 23° C. for 2 h then concentrated to remove the organic solvents. The remaining residue was diluted to 150 mL with water. This solution was filtered to remove trace insoluble impurities then acidified to ...